Dataset: the Open Reaction Database (ORD), a public repository of structured organic reaction records. Task: describe an organic reaction: reactants, conditions, products, and yield Reaction SMILES: Br[C:2]1[C:3]([N:21]2[CH2:26][CH2:25][C:24]([CH3:28])([CH3:27])[CH2:23][CH2:22]2)=[C:4]([C@H:10]([O:16][C:17]([CH3:20])([CH3:19])[CH3:18])[C:11]([O:13][CH2:14][CH3:15])=[O:12])[C:5]([CH3:9])=[N:6][C:7]=1[CH3:8].[CH3:29][O:30][C:31]1[CH:47]=[CH:46][CH:45]=[CH:44][C:32]=1[CH2:33][O:34][C:35]1[CH:40]=[CH:39][C:38](B(O)O)=[CH:37][CH:36]=1.C([O-])([O-])=O.[Na+].[Na+]>CN(C=O)C.C1C=CC([P]([Pd]([P](C2C=CC=CC=2)(C2C=CC=CC=2)C2C=CC=CC=2)([P](C2C=CC=CC=2)(C2C=CC=CC=2)C2C=CC=CC=2)[P](C2C=CC=CC=2)(C2C=CC=CC=2)C2C=CC=CC=2)(C2C=CC=CC=2)C2C=CC=CC=2)=CC=1>[C:17]([O:16][C@@H:10]([C:4]1[C:5]([CH3:9])=[N:6][C:7]([CH3:8])=[C:2]([C:38]2[CH:37]=[CH:36][C:35]([O:34][CH2:33][C:32]3[CH:44]=[CH:45][CH:46]=[CH:47][C:31]=3[O:30][CH3:29])=[CH:40][CH:39]=2)[C:3]=1[N:21]1[CH2:26][CH2:25][C:24]([CH3:28])([CH3:27])[CH2:23][CH2:22]1)[C:11]([O:13][CH2:14][CH3:15])=[O:12])([CH3:20])([CH3:19])[CH3:18] |f:2.3.4,^1:62,64,83,102|. Yield: 68.4%. The reactants are BrC=1C(=C(C(=NC1C)C)[C@@H](C(=O)OCC)OC(C)(C)C)N1CCC(CC1)(C)C ((S)-ethyl 2-(5-bromo-4-(4,4-dimethylpiperidin-1-yl)-2,6-dimethylpyridin-3-yl)-2-(tert-butoxy)acetate), COC1=C(COC2=CC=C(C=C2)B(O)O)C=CC=C1 ((4-((2-methoxybenzyl)oxy)phenyl)boronic acid), C(=O)([O-])[O-].[Na+].[Na+] (Na2CO3). Run at temperature 110 celsius, time 2 hour. Reagents/catalysts: C=1C=CC(=CC1)[P](C=2C=CC=CC2)(C=3C=CC=CC3)[Pd]([P](C=4C=CC=CC4)(C=5C=CC=CC5)C=6C=CC=CC6)([P](C=7C=CC=CC7)(C=8C=CC=CC8)C=9C=CC=CC9)[P](C=1C=CC=CC1)(C=1C=CC=CC1)C=1C=CC=CC1 (Pd(Ph3P)4). Run in CN(C)C=O (DMF). Procedure details: A mixture of (S)-ethyl 2-(5-bromo-4-(4,4-dimethylpiperidin-1-yl)-2,6-dimethylpyridin-3-yl)-2-(tert-butoxy)acetate (0.0433 g, 0.095 mmol), (4-((2-methoxybenzyl)oxy)phenyl)boronic acid (0.037 g, 0.143 mmol) and 2M Na2CO3 (0.119 ml, 0.238 mmol) in DMF (2 mL) was degassed for 10 min. Then, Pd(Ph3P)4 (10.99 mg, 9.51 μmol) was added, degassed for 5 min and placed in a oil bath pre-heated to 110° C. After 2 h, cooled and purified by pre-HPLC to afford (S)-ethyl 2-(tert-butoxy)-2-(4-(4,4-dimethylpiperid... The product is C(C)(C)(C)O[C@H](C(=O)OCC)C=1C(=NC(=C(C1N1CCC(CC1)(C)C)C1=CC=C(C=C1)OCC1=C(C=CC=C1)OC)C)C ((S)-ethyl 2-(tert-butoxy)-2-(4-(4,4-dimethylpiperidin-1-yl)-5-(4-((2-methoxybenzyl)oxy)phenyl)-2,6-dimethylpyridin-3-yl)acetate). Run at temperature 0 celsius, time 1 hour. The yield is 88.1%. Procedure: Carbon tetrabromide (78.1 g, 235.6 mmole) and triphenylphosphine (123.5 g, 471.2 mmole) were combined in 460 ml dichloromethane in a flame dried 1000 ml three neck round bottom flask under nitrogen at 0° C. The mixture was stirred 1 hour at 0° C. and was treated portionwise with 4-benzyloxybenzaldehyde (25 g, 117.8 mmole). The reaction was stirred 30 minutes at 0° C. and was washed successively with 1×100 ml water and 1×100 ml saturated sodium chloride. The organics were dried over magnesium sul... Run in ClCCl (dichloromethane). RXN SMILES: [C:1]([Br:5])(Br)(Br)[Br:2].C1(P(C2C=CC=CC=2)C2C=CC=CC=2)C=CC=CC=1.[CH2:25]([O:32][C:33]1[CH:40]=[CH:39][C:36]([CH:37]=O)=[CH:35][CH:34]=1)[C:26]1[CH:31]=[CH:30][CH:29]=[CH:28][CH:27]=1>ClCCl>[CH2:25]([O:32][C:33]1[CH:34]=[CH:35][C:36]([CH:37]=[C:1]([Br:5])[Br:2])=[CH:39][CH:40]=1)[C:26]1[CH:27]=[CH:28][CH:29]=[CH:30][CH:31]=1. Starting materials: C(Br)(Br)(Br)Br (Carbon tetrabromide), C1(=CC=CC=C1)P(C1=CC=CC=C1)C1=CC=CC=C1 (triphenylphosphine), C(C1=CC=CC=C1)OC1=CC=C(C=O)C=C1 (4-benzyloxybenzaldehyde). The product is C(C1=CC=CC=C1)OC1=CC=C(C=C1)C=C(Br)Br (2-(4-Benzyloxyphenyl)-1,1-dibromo-ethene). Yields the product OCCN(C(C[S@@](=NC(C1=CN=CC(=C1)C#CC1=CC(=CC=C1)O)=O)(C1=CC=CC=C1)=O)=O)C ((S)-N-[{2-[(2-hydroxyethyl)(methyl)amino]-2-oxoethyl}(oxo)phenyl-λ6-sulfanylidene]-5-[(3-hydroxyphenyl)ethynyl]nicotinamide). Isolated yield 62.8%. Procedure: In a manner similar to that described for Example 471, (S)-Ethyl [N-({5-[(3-hydroxyphenyl)ethynyl]pyridin-3-yl}carbonyl)-S-phenylsulfonimidoyl]acetate (65 mg, 0.14 mmol) and 2-(methylamino)ethanol (0.1 mL, 1.2 mmol) were reacted to give the title as clear oil (42 mg, 61%). As a reaction SMILES: [OH:1][C:2]1[CH:3]=[C:4]([C:8]#[C:9][C:10]2[CH:11]=[C:12]([C:16]([N:18]=[S@:19]([CH2:27][C:28](OCC)=[O:29])([C:21]3[CH:26]=[CH:25][CH:24]=[CH:23][CH:22]=3)=[O:20])=[O:17])[CH:13]=[N:14][CH:15]=2)[CH:5]=[CH:6][CH:7]=1.[CH3:33][NH:34][CH2:35][CH2:36][OH:37]>>[OH:37][CH2:36][CH2:35][N:34]([CH3:33])[C:28](=[O:29])[CH2:27][S@:19](=[O:20])([C:21]1[CH:22]=[CH:23][CH:24]=[CH:25][CH:26]=1)=[N:18][C:16](=[O:17])[C:12]1[CH:11]=[C:10]([C:9]#[C:8][C:4]2[CH:5]=[CH:6][CH:7]=[C:2]([OH:1])[CH:3]=2)[CH:15]=[N:14][CH:13]=1. Reactants: OC=1C=C(C=CC1)C#CC=1C=C(C=NC1)C(=O)N=[S@@](=O)(C1=CC=CC=C1)CC(=O)OCC ((S)-Ethyl [N-({5-[(3-hydroxyphenyl)ethynyl]pyridin-3-yl}carbonyl)-S-phenylsulfonimidoyl]acetate), CNCCO (2-(methylamino)ethanol). The reactants are FC(C=1C=C(NN1)NC(=O)C1=NC(=C(N=C1N)C(F)(F)F)Br)(F)F (3-Amino-6-bromo-5-trifluoromethyl-pyrazine-2-carboxylic acid (5-trifluoromethyl-2H-pyrazol-3-yl)-amide), COC(=O)C1=NNC(=N1)N (5-amino-1H-[1,2,4]triazole-3-carboxylic acid methyl ester). Product: NC=1C(=NC(=C(N1)C(F)(F)F)Br)C(=O)NC1=NC(=NN1)C(=O)O (5-[(3-Amino-6-bromo-5-trifluoromethyl-pyrazine-2-carbonyl)-amino]-1H-[1,2,4]triazole-3-carboxylic acid). RXN SMILES: FC(F)(F)C1C=C(N[C:9]([C:11]2[C:16]([NH2:17])=[N:15][C:14]([C:18]([F:21])([F:20])[F:19])=[C:13]([Br:22])[N:12]=2)=[O:10])NN=1.C[O:26][C:27]([C:29]1[N:33]=[C:32]([NH2:34])[NH:31][N:30]=1)=[O:28]>>[NH2:17][C:16]1[C:11]([C:9]([NH:34][C:32]2[NH:31][N:30]=[C:29]([C:27]([OH:26])=[O:28])[N:33]=2)=[O:10])=[N:12][C:13]([Br:22])=[C:14]([C:18]([F:19])([F:21])[F:20])[N:15]=1. Reported procedure: The title compound was prepared analogously to 3-amino-6-bromo-5-trifluoromethyl-pyrazine-2-carboxylic acid (5-trifluoromethyl-2H-pyrazol-3-yl)-amide (Example 1) by replacing 3-(trifluoromethyl)-1H-pyrazol-5-amine with 5-amino-1H-[1,2,4]triazole-3-carboxylic acid methyl ester.